From a dataset of the Open Reaction Database (ORD), a public repository of structured organic reaction records. describe an organic reaction: reactants, conditions, products, and yield Starting materials: CCN=C=O, CCNC(=O)c1cc(F)c(C)c(-c2ccc3c(C4CCNCC4)n[nH]c3c2)c1, CN(C)C=O. Product: CCNC(=O)c1cc(F)c(C)c(-c2ccc3c(C4CCN(C(=O)NCC)CC4)n[nH]c3c2)c1. Reaction SMILES: [CH2:1]([CH3:2])[N:3]=[C:4]=[O:5].[CH2:6]([CH3:7])[NH:8][C:9]([c:10]1[cH:11][c:12]([F:32])[c:13]([CH3:31])[c:14](-[c:16]2[cH:17][cH:18][c:19]3[c:20]([CH:25]4[CH2:26][CH2:27][NH:28][CH2:29][CH2:30]4)[n:21][nH:22][c:23]3[cH:24]2)[cH:15]1)=[O:33].[O:34]=[CH:35][N:36]([CH3:37])[CH3:38]>>[CH2:1]([CH3:2])[NH:3][C:4](=[O:5])[N:28]1[CH2:27][CH2:26][CH:25]([c:20]2[c:19]3[cH:18][cH:17][c:16](-[c:14]4[c:13]([CH3:31])[c:12]([F:32])[cH:11][c:10]([C:9]([NH:8][CH2:6][CH3:7])=[O:33])[cH:15]4)[cH:24][c:23]3[nH:22][n:21]2)[CH2:30][CH2:29]1. Starting materials: C(C)(C)(C)OC(=O)N1CCC(CC1)(CC(OC)=C=O)C1CCCCC1 (4-cyclohexyl-4-(2-methoxy-carbonylethyl)-piperidine-1-carboxylic acid tert-butyl ester), [H-].C(C(C)C)[Al+]CC(C)C (diisobutylaluminum hydride). Solvent: C(Cl)Cl (methylene chloride). Run at time 40 minute. Yields the product C(C)(C)(C)OC(=O)N1CCC(CC1)(CCC=O)C1CCCCC1 (4-cyclohexyl-4-(3-oxo-propyl)-piperidine-1-carboxylic acid tert-butyl ester). Yield: 99.0%. As a reaction SMILES: [C:1]([O:5][C:6]([N:8]1[CH2:13][CH2:12][C:11]([CH:20]2[CH2:25][CH2:24][CH2:23][CH2:22][CH2:21]2)([CH2:14][C:15](=[C:18]=[O:19])OC)[CH2:10][CH2:9]1)=[O:7])([CH3:4])([CH3:3])[CH3:2].[H-].C([Al+]CC(C)C)C(C)C>C(Cl)Cl>[C:1]([O:5][C:6]([N:8]1[CH2:9][CH2:10][C:11]([CH:20]2[CH2:21][CH2:22][CH2:23][CH2:24][CH2:25]2)([CH2:14][CH2:15][CH:18]=[O:19])[CH2:12][CH2:13]1)=[O:7])([CH3:4])([CH3:2])[CH3:3] |f:1.2|. Reported procedure: To a cooled (−78° C.) solution of 4-cyclohexyl-4-(2-methoxy-carbonylethyl)-piperidine-1-carboxylic acid tert-butyl ester, 9, (1.0 g, 2.833 mmol) in 40 ml of anhydrous methylene chloride is added diisobutylaluminum hydride (5.75 ml, 1 M, 5.75 mmol). The reaction is stirred at room temperature for 40 min before it is quenched by adding methanol (3 mL) and water (20 mL). The reaction mixture is warmed to room temperature and the organic layer separated, dried over sodium sulfate, filtered and conce... The reactants are C1(CC1)C=1C(=CC2=C(C(=C(O2)C2=CC=C(C=C2)F)C(=O)NC)C1)NS(=O)(=O)C (5-cyclopropyl-2-(4-fluorophenyl)-N-methyl-6-[(methylsulfonyl)amino]-1-benzofuran-3-carboxamide), FC1=C(C=C(C=C1)[N+](=O)[O-])F (1,2-difluoro-4-nitrobenzene), C([O-])([O-])=O.[K+].[K+] (potassium carbonate). Run in COCCOC (1,2-dimethoxyethane), O (water). Reaction conditions: temperature 100 celsius. The product is C1(CC1)C=1C(=CC2=C(C(=C(O2)C2=CC=C(C=C2)F)C(=O)NC)C1)N(S(=O)(=O)C)C1=C(C=C(C=C1)[N+](=O)[O-])F (5-cyclopropyl-6-(N-(2-fluoro-4-nitrophenyl)methylsulfonamido)-2-(4-fluorophenyl)-N-methylbenzofuran-3-carboxamide). Yield: 77.0%. RXN SMILES: [CH:1]1([C:4]2[C:5]([NH:24][S:25]([CH3:28])(=[O:27])=[O:26])=[CH:6][C:7]3[O:11][C:10]([C:12]4[CH:17]=[CH:16][C:15]([F:18])=[CH:14][CH:13]=4)=[C:9]([C:19]([NH:21][CH3:22])=[O:20])[C:8]=3[CH:23]=2)[CH2:3][CH2:2]1.F[C:30]1[CH:35]=[CH:34][C:33]([N+:36]([O-:38])=[O:37])=[CH:32][C:31]=1[F:39].C(=O)([O-])[O-].[K+].[K+]>COCCOC.O>[CH:1]1([C:4]2[C:5]([N:24]([C:30]3[CH:35]=[CH:34][C:33]([N+:36]([O-:38])=[O:37])=[CH:32][C:31]=3[F:39])[S:25]([CH3:28])(=[O:27])=[O:26])=[CH:6][C:7]3[O:11][C:10]([C:12]4[CH:17]=[CH:16][C:15]([F:18])=[CH:14][CH:13]=4)=[C:9]([C:19]([NH:21][CH3:22])=[O:20])[C:8]=3[CH:23]=2)[CH2:3][CH2:2]1 |f:2.3.4|. Reported procedure: A mixture of 5-cyclopropyl-2-(4-fluorophenyl)-N-methyl-6-[(methylsulfonyl)amino]-1-benzofuran-3-carboxamide (402 mg, 1 mmol), 1,2-difluoro-4-nitrobenzene (318 mg, 2 mmol) and potassium carbonate (414 mg, 3 mmol) in 1,2-dimethoxyethane (20 mL) and water (5 mL) was heated at 100° C. for 48 hours. The solution was cooled to room temperature and concentrated, diluted with ethyl acetate (50 mL) and washed with water. The organic layer was dried over sodium sulfate, filtered, concentrated to dryness, ...